This data is from the Open Reaction Database (ORD), a public repository of structured organic reaction records. The task is: describe an organic reaction: reactants, conditions, products, and yield The reactants are CC(O)CCO[Si](C)(C)C(C)(C)C, C1CCOC1, Clc1cccc(-c2nn[nH]n2)c1, CCOC(=O)N=NC(=O)OCC, c1ccc(P(c2ccccc2)c2ccccc2)cc1. Yields the product CC(CCO[Si](C)(C)C(C)(C)C)n1nnc(-c2cccc(Cl)c2)n1. Reaction SMILES: [C:44]([CH3:45])([CH3:46])([CH3:47])[Si:48]([O:49][CH2:50][CH2:51][CH:52]([CH3:53])[OH:54])([CH3:55])[CH3:56].[CH2:57]1[O:58][CH2:59][CH2:60][CH2:61]1.[Cl:32][c:33]1[cH:34][c:35](-[c:39]2[n:40][n:41][nH:42][n:43]2)[cH:36][cH:37][cH:38]1.[O:20]=[C:21]([O:22][CH2:23][CH3:24])[N:25]=[N:26][C:27]([O:28][CH2:29][CH3:30])=[O:31].[c:1]1([P:2]([c:3]2[cH:4][cH:5][cH:6][cH:7][cH:8]2)[c:9]2[cH:10][cH:11][cH:12][cH:13][cH:14]2)[cH:15][cH:16][cH:17][cH:18][cH:19]1>>[Cl:32][c:33]1[cH:34][c:35](-[c:39]2[n:40][n:41]([CH:52]([CH2:51][CH2:50][O:49][Si:48]([C:44]([CH3:45])([CH3:46])[CH3:47])([CH3:55])[CH3:56])[CH3:53])[n:42][n:43]2)[cH:36][cH:37][cH:38]1. Reactants: CC(=O)O, CCO, [Pd], COc1ccc2c(c1)CCN(c1ccccc1)C2Cc1ccc(OCc2ccccc2)cc1. Product: COc1ccc2c(c1)CCN(c1ccccc1)C2Cc1ccc(O)cc1. Reaction SMILES: [CH3:34][C:35](=[O:36])[OH:37].[CH3:38][CH2:39][OH:40].[Pd:41].[c:1]1([CH2:2][O:8][c:9]2[cH:10][cH:11][c:12]([CH2:13][CH:14]3[N:15]([c:26]4[cH:27][cH:28][cH:29][cH:30][cH:31]4)[CH2:16][CH2:17][c:18]4[cH:19][c:20]([O:24][CH3:25])[cH:21][cH:22][c:23]43)[cH:32][cH:33]2)[cH:3][cH:4][cH:5][cH:6][cH:7]1>>[OH:8][c:9]1[cH:10][cH:11][c:12]([CH2:13][CH:14]2[N:15]([c:26]3[cH:27][cH:28][cH:29][cH:30][cH:31]3)[CH2:16][CH2:17][c:18]3[cH:19][c:20]([O:24][CH3:25])[cH:21][cH:22][c:23]32)[cH:32][cH:33]1. Reactants: CC(=O)O[BH-](OC(C)=O)OC(C)=O, Cn1cnc2ncc(N3CCN(C(=O)OC(C)(C)C)CC3)nc2c1=O, CC(=O)O, O=Cc1c(F)cc(F)cc1F, [Na+], Nc1nc(N2CCNCC2)cn2nc(-c3ccco3)nc12. The product is Nc1nc(N2CCN(Cc3c(F)cc(F)cc3F)CC2)cn2nc(-c3ccco3)nc12. RXN SMILES: [C:33]([O:34][BH-:35]([O:36][C:37](=[O:38])[CH3:39])[O:40][C:41](=[O:42])[CH3:43])(=[O:44])[CH3:45].[C:51]([O:52][C:53]([N:54]1[CH2:55][CH2:56][N:57]([c:58]2[n:59][c:60]3[c:61]([n:62][cH:63]2)[n:64][cH:65][n:66]([CH3:67])[c:68]3=[O:69])[CH2:70][CH2:71]1)=[O:72])([CH3:73])([CH3:74])[CH3:75].[CH3:47][C:48](=[O:49])[OH:50].[F:22][c:23]1[c:24]([CH:25]=[O:26])[c:27]([F:32])[cH:28][c:29]([F:31])[cH:30]1.[Na+:46].[o:1]1[c:2](-[c:6]2[n:7][n:8]3[c:9]([c:10]([NH2:20])[n:11][c:12]([N:14]4[CH2:15][CH2:16][NH:17][CH2:18][CH2:19]4)[cH:13]3)[n:21]2)[cH:3][cH:4][cH:5]1>>[o:1]1[c:2](-[c:6]2[n:7][n:8]3[c:9]([c:10]([NH2:20])[n:11][c:12]([N:14]4[CH2:15][CH2:16][N:17]([CH2:25][c:24]5[c:23]([F:22])[cH:30][c:29]([F:31])[cH:28][c:27]5[F:32])[CH2:18][CH2:19]4)[cH:13]3)[n:21]2)[cH:3][cH:4][cH:5]1. Starting materials: C(C1=CC=CC=C1)OC1=C(C=C(C=2OC3=CC(=CC(=C3C(C2OC)=O)O)OC)C=C1)OC (4'-(benzyloxy)-5-hydroxy-3,3',7-trimethoxyflavone). Reagents/catalysts: [Pd] (palladium-charcoal). The solvent is C(C)O (ethanol). Run at time 1 hour. The product is OC1=C(C=C(C=2OC3=CC(=CC(=C3C(C2OC)=O)O)OC)C=C1)OC (4',5-dihydroxy-3,3',7-trimethoxyflavone). Yield: 85.1%. As a reaction SMILES: C([O:8][C:9]1[CH:30]=[CH:29][C:12]([C:13]2[O:14][C:15]3[C:20]([C:21](=[O:25])[C:22]=2[O:23][CH3:24])=[C:19]([OH:26])[CH:18]=[C:17]([O:27][CH3:28])[CH:16]=3)=[CH:11][C:10]=1[O:31][CH3:32])C1C=CC=CC=1>C(O)C.[Pd]>[OH:8][C:9]1[CH:30]=[CH:29][C:12]([C:13]2[O:14][C:15]3[C:20]([C:21](=[O:25])[C:22]=2[O:23][CH3:24])=[C:19]([OH:26])[CH:18]=[C:17]([O:27][CH3:28])[CH:16]=3)=[CH:11][C:10]=1[O:31][CH3:32]. Procedure: A solution of 0.86 g of 4'-(benzyloxy)-5-hydroxy-3,3',7-trimethoxyflavone in 30 ml of ethanol was hydrogenated in the presence of 50 mg of 5% by weight palladium-charcoal at room temperature under atmospheric pressure. After 1 hour, the catalyst was filtered off and the filtrate was evaporated under reduced pressure. The residue was recrystallized from ethyl acetate/hexane. There was obtained 0.58 g (90% yield) of 4',5-dihydroxy-3,3',7-trimethoxyflavone as yellow crystals: m.p. 171°-173° C. Reaction conditions: temperature -40 celsius, time 1 hour. The product is C(C)(C)(C)OC(=O)N1[C@@H](C[C@H](C1)OS(=O)(=O)C)CO ((2S,4R)-1-t-butoxycarbonyl-4-methanesulfonyloxypyrrolidine-2-methanol). Reactants: C(C)(C)(C)OC(=O)N1[C@@H](C[C@H](C1)OS(=O)(=O)C)C(=O)OC(=O)OCC ((2S,4R)-1-t-butoxycarbonyl-2-ethoxycarbonyloxycarbonyl-4-methane sulfonyloxypyrrolidine), [BH4-].[Na+] (sodium borohydride), Cl (hydrochloric acid). As a reaction SMILES: [C:1]([O:5][C:6]([N:8]1[CH2:12][C@H:11]([O:13][S:14]([CH3:17])(=[O:16])=[O:15])[CH2:10][C@H:9]1[C:18](OC(OCC)=O)=[O:19])=[O:7])([CH3:4])([CH3:3])[CH3:2].[BH4-].[Na+].Cl>[Br-].C([N+](CCCC)(CCCC)CCCC)CCC.O>[C:1]([O:5][C:6]([N:8]1[CH2:12][C@H:11]([O:13][S:14]([CH3:17])(=[O:15])=[O:16])[CH2:10][C@H:9]1[CH2:18][OH:19])=[O:7])([CH3:4])([CH3:3])[CH3:2] |f:1.2,4.5|. The yield is 94.0%. Reagents/catalysts: [Br-].C(CCC)[N+](CCCC)(CCCC)CCCC (tetra-n-butylammonium bromide). Reported procedure: To the resulting reaction mixture containing (2S,4R)-1-t-butoxycarbonyl-2-ethoxycarbonyloxycarbonyl-4-methane sulfonyloxypyrrolidine obtained in Step D-3 cooling at -40° C., tetra-n-butylammonium bromide (11.8 g: 0.0365 mole) and a solution of sodium borohydride (52.5 g: 1.35 mole) in water (55 ml) are added. The mixture is allowed to warm to -10° C. and stirred for 1 hour. The aqueous layer is acidified with dilute hydrochloric acid to pH 3. The organic layer is taken, successively washed with ... The solvent is O (water). Reactants: OC=1C=C(C=O)C=CC1 (3-hydroxybenzaldehyde), Cl.ClCC1=NC2=CC=CC=C2C=C1 (2-chloromethylquinoline hydrochloride), C([O-])([O-])=O.[K+].[K+] (potassium carbonate). The solvent is CN(C=O)C (dimethylformamide). Product: N1=C(C=CC2=CC=CC=C12)COC=1C=C(C=O)C=CC1 (3-(Quinolin-2-yl-methoxy)benzaldehyde). Isolated yield 87.3%. Reaction SMILES: [OH:1][C:2]1[CH:3]=[C:4]([CH:7]=[CH:8][CH:9]=1)[CH:5]=[O:6].Cl.Cl[CH2:12][C:13]1[CH:22]=[CH:21][C:20]2[C:15](=[CH:16][CH:17]=[CH:18][CH:19]=2)[N:14]=1.C(=O)([O-])[O-].[K+].[K+]>CN(C)C=O>[N:14]1[C:15]2[C:20](=[CH:19][CH:18]=[CH:17][CH:16]=2)[CH:21]=[CH:22][C:13]=1[CH2:12][O:1][C:2]1[CH:3]=[C:4]([CH:7]=[CH:8][CH:9]=1)[CH:5]=[O:6] |f:1.2,3.4.5|. Reported procedure: With stirring, a mixture of 3-hydroxybenzaldehyde (8.5 g), 2-chloromethylquinoline hydrochloride (17 g), and anhydrous potassium carbonate (100 g) in dimethylformamide (200 ml) was heated for 6 hours. After filtration, the solvent was removed with reduced pressure and the residue was partitioned between chloroform and water. The organic layer was dried and concentrated to an oil which upon cooling and treatment withhexane, gave the product as an off-white colored solid (16 g), m.p. 48°-53° C. Product: CC(C)(C)c1ccc(N2C(=O)N(Cc3ccnc(Nc4cncc(CN5CCCC5)c4)c3)C(C)(C)C2=O)cc1. Reaction SMILES: [Br:34][c:35]1[cH:36][n:37][cH:38][c:39]([CH2:41][N:42]2[CH2:43][CH2:44][CH2:45][CH2:46]2)[cH:40]1.[C:28](=[O:29])([O-:30])[O-:31].[C:53]([O-:54])(=[O:55])[CH3:56].[C:57]([O-:58])(=[O:59])[CH3:60].[Cs+:32].[Cs+:33].[NH2:1][c:2]1[n:3][cH:4][cH:5][c:6]([CH2:8][N:9]2[C:10](=[O:27])[N:11]([c:17]3[cH:18][cH:19][c:20]([C:23]([CH3:24])([CH3:25])[CH3:26])[cH:21][cH:22]3)[C:12](=[O:16])[C:13]2([CH3:14])[CH3:15])[cH:7]1.[O:47]1[CH2:48][CH2:49][O:50][CH2:51][CH2:52]1.[Pd+2:61]>>[NH:1]([c:2]1[n:3][cH:4][cH:5][c:6]([CH2:8][N:9]2[C:10](=[O:27])[N:11]([c:17]3[cH:18][cH:19][c:20]([C:23]([CH3:24])([CH3:25])[CH3:26])[cH:21][cH:22]3)[C:12](=[O:16])[C:13]2([CH3:14])[CH3:15])[cH:7]1)[c:35]1[cH:36][n:37][cH:38][c:39]([CH2:41][N:42]2[CH2:43][CH2:44][CH2:45][CH2:46]2)[cH:40]1. Reactants: Brc1cncc(CN2CCCC2)c1, O=C([O-])[O-], CC(=O)[O-], CC(=O)[O-], [Cs+], [Cs+], CC(C)(C)c1ccc(N2C(=O)N(Cc3ccnc(N)c3)C(C)(C)C2=O)cc1, C1COCCO1, [Pd+2]. Reactants: CC(C)(C)OC(=O)N1C(C=O)C(c2ccccc2)OC1(C)C, ClCCl, O=CC=P(c1ccccc1)(c1ccccc1)c1ccccc1. The product is CC(C)(C)OC(=O)N1C(C=CC=O)C(c2ccccc2)OC1(C)C. RXN SMILES: [CH:1](=[O:2])[CH:3]1[N:4]([C:16](=[O:17])[O:18][C:19]([CH3:20])([CH3:21])[CH3:22])[C:5]([CH3:14])([CH3:15])[O:6][CH:7]1[c:8]1[cH:9][cH:10][cH:11][cH:12][cH:13]1.[Cl:45][CH2:46][Cl:47].[c:23]1([P:24]([c:25]2[cH:26][cH:27][cH:28][cH:29][cH:30]2)([c:31]2[cH:32][cH:33][cH:34][cH:35][cH:36]2)=[CH:42][CH:43]=[O:44])[cH:37][cH:38][cH:39][cH:40][cH:41]1>>[CH:1]([CH:3]1[N:4]([C:16](=[O:17])[O:18][C:19]([CH3:20])([CH3:21])[CH3:22])[C:5]([CH3:14])([CH3:15])[O:6][CH:7]1[c:8]1[cH:9][cH:10][cH:11][cH:12][cH:13]1)=[CH:42][CH:43]=[O:44].